From a dataset of the Open Reaction Database (ORD), a public repository of structured organic reaction records. describe an organic reaction: reactants, conditions, products, and yield Starting materials: Cl, [Na+], [OH-], O, O=C(N1CCCC1c1ccc(S(=O)(=O)Nc2nccs2)cc1)C(F)(F)F. Product: O=S(=O)(Nc1nccs1)c1ccc(C2CCCN2)cc1. Reaction SMILES: [ClH:29].[Na+:28].[OH-:27].[OH2:30].[s:1]1[c:2]([NH:6][S:7](=[O:8])(=[O:9])[c:10]2[cH:11][cH:12][c:13]([CH:16]3[N:17]([C:21](=[O:22])[C:23]([F:24])([F:25])[F:26])[CH2:18][CH2:19][CH2:20]3)[cH:14][cH:15]2)[n:3][cH:4][cH:5]1>>[s:1]1[c:2]([NH:6][S:7](=[O:8])(=[O:9])[c:10]2[cH:11][cH:12][c:13]([CH:16]3[NH:17][CH2:18][CH2:19][CH2:20]3)[cH:14][cH:15]2)[n:3][cH:4][cH:5]1. Starting materials: CCCCCCC (Heptane), BrC1=C(C=C(C(=O)O)C=C1)Cl (4-bromo-3-chlorobenzoic acid), S(=O)(Cl)Cl (thionyl chloride), N (ammonia). Run in C1(=CC=CC=C1)C (toluene), C1(=CC=CC=C1)C (Toluene). Reaction conditions: time 1 hour. Yields the product BrC1=C(C=C(C(=O)N)C=C1)Cl (4-bromo-3-chlorobenzamide). The yield is 116.8%. Reaction SMILES: [Br:1][C:2]1[CH:10]=[CH:9][C:5]([C:6](O)=[O:7])=[CH:4][C:3]=1[Cl:11].S(Cl)(Cl)=O.[NH3:16].CCCCCCC>C1(C)C=CC=CC=1>[Br:1][C:2]1[CH:10]=[CH:9][C:5]([C:6]([NH2:16])=[O:7])=[CH:4][C:3]=1[Cl:11]. Procedure details: To a suspension of 4-bromo-3-chlorobenzoic acid (2.00 g, 8.49 mmol) in toluene (10 mL) at ambient temperature was added thionyl chloride (1.85 mL, 25.4 mmol). The reaction mixture was heated at reflux for 20.5 hours, then distilled for 1 hour, collecting 9 mL of distillate. Toluene (10 mL) was added and the reaction was distilled for 30 minutes, collecting 10 mL of distillate. The reaction mixture was cooled to ambient temperature resulting in a suspension. Toluene (10 mL) saturated with ammonia... Starting materials: C(\C=C/C(=O)O)(=O)O.CC(C)(OC(=O)N[C@@H](C(=O)O[C@H](CON=C(C=1C=NC=CC1)Cl)CN1CCCCC1)CC1=CC=CC=C1)C ((S)—N-[2-[2-(R)-(1,1-dimethylethyloxycarbonylamino)-3-phenylpropionyloxy]-3-(1-piperidinyl)propoxy]-3-pyridinecarboximidoyl chloride (Z)-2-butenedioate). Solvent: CO (methanol). Run at time 1 hour. Product: C(\C=C/C(=O)O)(=O)O.OC(CON=C(C=1C=NC=CC1)Cl)CN1CCCCC1 ((+)-N-[2-hydroxyl-3-(1-piperidinyl)propoxy]-3-pyridinecarboximidoyl chloride (Z)-2-butenedioate). Reaction SMILES: [C:1]([OH:8])(=[O:7])/[CH:2]=[CH:3]\[C:4]([OH:6])=[O:5].CC(C)(OC(N[C@H](CC1C=CC=CC=1)C([O:19][C@@H:20]([CH2:32][N:33]1[CH2:38][CH2:37][CH2:36][CH2:35][CH2:34]1)[CH2:21][O:22][N:23]=[C:24]([Cl:31])[C:25]1[CH:26]=[N:27][CH:28]=[CH:29][CH:30]=1)=O)=O)C>CO>[C:1]([OH:8])(=[O:7])/[CH:2]=[CH:3]\[C:4]([OH:6])=[O:5].[OH:19][CH:20]([CH2:32][N:33]1[CH2:38][CH2:37][CH2:36][CH2:35][CH2:34]1)[CH2:21][O:22][N:23]=[C:24]([Cl:31])[C:25]1[CH:26]=[N:27][CH:28]=[CH:29][CH:30]=1 |f:0.1,3.4|. Procedure details: 2.16 g (3.26 mmole) of (S)—N-[2-[2-(R)-(1,1-dimethylethyloxycarbonylamino)-3-phenylpropionyloxy]-3-(1-piperidinyl)propoxy]-3-pyridinecarboximidoyl chloride (Z)-2-butenedioate (1:1) (see Example 18) was suspended in 40 ml of methanol and boiled for 1 hour, then evaporated to dryness. The residue was triturated with 20 ml of ethyl acetate, the precipitate was filtered, washed with ethyl acetate. This crude product was recrystallized in isopropyl alcohol to yield the title compound.